From a dataset of the Open Reaction Database (ORD), a public repository of structured organic reaction records. describe an organic reaction: reactants, conditions, products, and yield Starting materials: CC(C)(C)C1=CSC(=C(C#N)c2ccnc(NCCCN)n2)N1, O=C1CCC(=O)O1, O. The product is CC(C)(C)C1=CSC(=C(C#N)c2ccnc(NCCCN3C(=O)CCC3=O)n2)N1. RXN SMILES: [NH2:1][CH2:2][CH2:3][CH2:4][NH:5][c:6]1[n:7][cH:8][cH:9][c:10]([C:12]([C:13]#[N:14])=[C:15]2[S:16][CH:17]=[C:18]([C:20]([CH3:21])([CH3:22])[CH3:23])[NH:19]2)[n:11]1.[O:24]=[C:25]1[CH2:26][CH2:27][C:28](=[O:29])[O:30]1.[OH2:31]>>[N:1]1([CH2:2][CH2:3][CH2:4][NH:5][c:6]2[n:7][cH:8][cH:9][c:10]([C:12]([C:13]#[N:14])=[C:15]3[S:16][CH:17]=[C:18]([C:20]([CH3:21])([CH3:22])[CH3:23])[NH:19]3)[n:11]2)[C:25](=[O:24])[CH2:26][CH2:27][C:28]1=[O:29]. As a reaction SMILES: [NH:1]1[CH2:6][CH2:5][CH2:4][CH:3]([CH:7]([CH3:11])[C:8]([OH:10])=O)[CH2:2]1.Cl.CN(C)CCCN=C=NCC.[O:24]1[CH2:29][CH2:28][CH2:27][CH2:26][CH:25]1[N:30]1[C:38]2[C:33](=[CH:34][C:35]([C:39]3[N:43]=[CH:42][N:41]([C:44]([C:57]4[CH:62]=[CH:61][CH:60]=[CH:59][CH:58]=4)([C:51]4[CH:56]=[CH:55][CH:54]=[CH:53][CH:52]=4)[C:45]4[CH:50]=[CH:49][CH:48]=[CH:47][CH:46]=4)[N:40]=3)=[CH:36][CH:37]=2)[C:32]([C:63]2[CH:64]=[C:65]([NH2:69])[CH:66]=[CH:67][CH:68]=2)=[N:31]1.CN(C)C=O>ClCCl>[O:24]1[CH2:29][CH2:28][CH2:27][CH2:26][CH:25]1[N:30]1[C:38]2[C:33](=[CH:34][C:35]([C:39]3[N:43]=[CH:42][N:41]([C:44]([C:45]4[CH:46]=[CH:47][CH:48]=[CH:49][CH:50]=4)([C:57]4[CH:62]=[CH:61][CH:60]=[CH:59][CH:58]=4)[C:51]4[CH:56]=[CH:55][CH:54]=[CH:53][CH:52]=4)[N:40]=3)=[CH:36][CH:37]=2)[C:32]([C:63]2[CH:64]=[C:65]([NH:69][C:8](=[O:10])[CH:7]([CH:3]3[CH2:4][CH2:5][CH2:6][NH:1][CH2:2]3)[CH3:11])[CH:66]=[CH:67][CH:68]=2)=[N:31]1 |f:1.2|. Solvent: ClCCl (dichloromethane). Yields the product O1C(CCCC1)N1N=C(C2=CC(=CC=C12)C1=NN(C=N1)C(C1=CC=CC=C1)(C1=CC=CC=C1)C1=CC=CC=C1)C=1C=C(C=CC1)NC(C(C)C1CNCCC1)=O (N-(3-{1-Perhydro-2H-pyran-2-yl-5-[1-(triphenylmethyl)(1,2,4-triazol-3-yl)](1H-indazol-3-yl)}phenyl)-3-piperidylpropanamide). Run at time 10 minute. Procedure details: To a solution of 3-piperidyl propanoic acid (0.125 g, 0.796 mmol) in 7 mL of dichloromethane was added 1-(3-dimethylaminopropyl)-3-ethyl carbodiimide hydrochloride (0.190 g, 0.99 mmol). After 10 min at room temperature, 3-{1-perhydro-2H-pyran-2-yl -5-[1-(triphenylmethyl)(1,2,4-triazol-3-yl)]-1H-indazol-3-yl}phenylamine (0.200 g, 0.59 mmol) was then added as a solid followed by 2 mL of dimethyl formamide. The reaction mixture was stirred at room temperature overnight. The completion of the reacti... Reactants: N1CC(CCC1)C(C(=O)O)C (3-piperidyl propanoic acid), Cl.CN(CCCN=C=NCC)C (1-(3-dimethylaminopropyl)-3-ethyl carbodiimide hydrochloride), CN(C=O)C (dimethyl formamide), O1C(CCCC1)N1N=C(C2=CC(=CC=C12)C1=NN(C=N1)C(C1=CC=CC=C1)(C1=CC=CC=C1)C1=CC=CC=C1)C=1C=C(C=CC1)N (3-{1-perhydro-2H-pyran-2-yl -5-[1-(triphenylmethyl)(1,2,4-triazol-3-yl)]-1H-indazol-3-yl}phenylamine). Reactants: O=c1ccc2c([nH]1)CCN(Cc1ccccc1)C2, O=P(Cl)(Cl)Cl. The product is Clc1ccc2c(n1)CCN(Cc1ccccc1)C2. Reaction SMILES: [CH2:1]([c:2]1[cH:3][cH:4][cH:5][cH:6][cH:7]1)[N:8]1[CH2:9][c:10]2[cH:11][cH:12][c:13](=[O:18])[nH:14][c:15]2[CH2:16][CH2:17]1.[P:19]([Cl:20])([Cl:21])([Cl:22])=[O:23]>>[CH2:1]([c:2]1[cH:3][cH:4][cH:5][cH:6][cH:7]1)[N:8]1[CH2:9][c:10]2[cH:11][cH:12][c:13]([Cl:21])[n:14][c:15]2[CH2:16][CH2:17]1. Starting materials: C(=O)([O-])[O-].[Cs+].[Cs+] (Cs2CO3), ice NH4Cl, C(C)OC(C(C)(C)OC1=C(C=C(C=C1)O)C)=O (2-(4-hydroxy-2-methyl-phenoxy)-2-methyl-propionic acid ethyl ester), ClCC=1C(=NC(=CC1)C1=CC=C(C=C1)OC(F)(F)F)C (3-chloromethyl-2-methyl-6-(4-trifluoromethoxy-phenyl)-pyridine). Run in C(C)#N (acetonitrile). The product is C(C)OC(C(C)(OC1=C(C=C(C=C1)OCC=1C(=NC(=CC1)C1=CC=C(C=C1)OC(F)(F)F)C)C)C)=O (2-Methyl-2-{2-methyl-4-[2-methyl-6-(4-trifluoromethoxy-phenyl)-pyridin-3-ylmethoxy]-phenoxy}-propionic acid ethyl ester). RXN SMILES: [CH2:1]([O:3][C:4](=[O:17])[C:5]([O:8][C:9]1[CH:14]=[CH:13][C:12]([OH:15])=[CH:11][C:10]=1[CH3:16])([CH3:7])[CH3:6])[CH3:2].Cl[CH2:19][C:20]1[C:21]([CH3:37])=[N:22][C:23]([C:26]2[CH:31]=[CH:30][C:29]([O:32][C:33]([F:36])([F:35])[F:34])=[CH:28][CH:27]=2)=[CH:24][CH:25]=1.C([O-])([O-])=O.[Cs+].[Cs+]>C(#N)C>[CH2:1]([O:3][C:4](=[O:17])[C:5]([CH3:6])([O:8][C:9]1[CH:14]=[CH:13][C:12]([O:15][CH2:19][C:20]2[C:21]([CH3:37])=[N:22][C:23]([C:26]3[CH:31]=[CH:30][C:29]([O:32][C:33]([F:36])([F:34])[F:35])=[CH:28][CH:27]=3)=[CH:24][CH:25]=2)=[CH:11][C:10]=1[CH3:16])[CH3:7])[CH3:2] |f:2.3.4|. Procedure: To 0.123 g (0.516 mmol) of 2-(4-hydroxy-2-methyl-phenoxy)-2-methyl-propionic acid ethyl ester (described in WO 02/092590) and 0.163 g (0.540 mmol) of the above prepared 3-chloromethyl-2-methyl-6-(4-trifluoromethoxy-phenyl)-pyridine, dissolved in 4.7 ml of abs. acetonitrile, was added 0.184 g of Cs2CO3 (0.565 mmol). The reaction was stirred over night at ambient temperature. Pouring onto crashed ice/NH4Cl-solution, twofold extraction with AcOEt, washing with water, drying over sodium sulfate, and... Starting materials: O1CCOC2=C1C=CC(=C2)C(=O)O (2,3-dihydro-benzo[1,4]dioxine-6-carboxylic acid), OS(=O)(=O)O (H2SO4), C([O-])(O)=O.[Na+] (Sodium bicarbonate). The solvent is CO (MeOH). Yields the product COC(=O)C1=CC2=C(OCCO2)C=C1 (2,3-Dihydro-benzo[1,4]dioxine-6-carboxylic acid methyl ester). Isolated yield 97.8%. RXN SMILES: [O:1]1[C:6]2[CH:7]=[CH:8][C:9]([C:11]([OH:13])=[O:12])=[CH:10][C:5]=2[O:4][CH2:3][CH2:2]1.OS(O)(=O)=O.[C:19](=O)(O)[O-].[Na+]>CO>[CH3:19][O:12][C:11]([C:9]1[CH:8]=[CH:7][C:6]2[O:1][CH2:2][CH2:3][O:4][C:5]=2[CH:10]=1)=[O:13] |f:2.3|. Procedure details: A solution of 19.6 g (109 mmol) of 2,3-dihydro-benzo[1,4]dioxine-6-carboxylic acid (J. Chem. Soc., 3445, 1957) in 400 mL of MeOH containing 4 mL of H2SO4 was refluxed overnight. Sodium bicarbonate (18 g) was added, the solvent was removed and the residue was triturated several times with Et2O. The washes were combined, filtered through anhyd MgSO4 and evaporated to yield 20.7 g of the title compound as a pale yellow oil: mass spectrum (electron impact, m/e): 194.